From a dataset of the Open Reaction Database (ORD), a public repository of structured organic reaction records. describe an organic reaction: reactants, conditions, products, and yield Starting materials: FC1=CC=C(C=C1)S (4-fluoro-benzenethiol), BrC1=C(C=CC(=C1)F)I (2-bromo-4-fluoro-1-iodo-benzene). Yields the product BrC1=C(C=CC(=C1)F)SC1=CC=C(C=C1)F (1-Bromo-2-(4-fluoro-phenylsulfanyl)-5-fluoro-benzene). Reaction SMILES: [F:1][C:2]1[CH:7]=[CH:6][C:5]([SH:8])=[CH:4][CH:3]=1.[Br:9][C:10]1[CH:15]=[C:14]([F:16])[CH:13]=[CH:12][C:11]=1I>>[Br:9][C:10]1[CH:15]=[C:14]([F:16])[CH:13]=[CH:12][C:11]=1[S:8][C:5]1[CH:6]=[CH:7][C:2]([F:1])=[CH:3][CH:4]=1. Procedure details: Prepared from 4-fluoro-benzenethiol and 2-bromo-4-fluoro-1-iodo-benzene. Reactants: O=C1CCNC2=C(N1)C=CC=C2 (2-Oxo-2,3,4,5-tetrahydro-1H-1,5-benzodiazepine), C(C)I (ethyl iodide). Yields the product C(C)N1C(CCNC2=C1C=CC=C2)=O (1-Ethyl-2-oxo-2,3,4,5-tetrahydro-1H-1,5-benzodiazepine). As a reaction SMILES: [O:1]=[C:2]1[NH:8][C:7]2[CH:9]=[CH:10][CH:11]=[CH:12][C:6]=2[NH:5][CH2:4][CH2:3]1.[CH2:13](I)[CH3:14]>>[CH2:13]([N:8]1[C:7]2[CH:9]=[CH:10][CH:11]=[CH:12][C:6]=2[NH:5][CH2:4][CH2:3][C:2]1=[O:1])[CH3:14]. Reported procedure: 2-Oxo-2,3,4,5-tetrahydro-1H-1,5-benzodiazepine (1.95 g, 11.96 mmol) was reacted with ethyl iodide (1.4 ml, 17.5 mmol) according to the procedure in Example 18A. The product was purified by flash chromatography on silica (eluant EtOAc); yield 1.70 g (75%). Starting materials: C=CCCCCCCC(C(=O)OCC)C(=O)OCC, FC(F)(F)C(F)(F)CCCCCCI. Yields the product C=CCCCCCCC(CCCCCCC(F)(F)C(F)(F)F)C(=O)OCC. RXN SMILES: [CH2:1]([CH2:2][CH2:3][CH2:4][CH2:5][CH2:6][CH:7]=[CH2:8])[CH:9]([C:10](=[O:11])[O:12][CH2:13][CH3:14])[C:15]([O:16][CH2:17][CH3:18])=[O:19].[I:20][CH2:21][CH2:22][CH2:23][CH2:24][CH2:25][CH2:26][C:27]([C:28]([F:29])([F:30])[F:31])([F:32])[F:33]>>[CH2:1]([CH2:2][CH2:3][CH2:4][CH2:5][CH2:6][CH:7]=[CH2:8])[CH:9]([C:10](=[O:11])[O:12][CH2:13][CH3:14])[CH2:15][CH2:22][CH2:23][CH2:24][CH2:25][CH2:26][C:27]([C:28]([F:29])([F:30])[F:31])([F:32])[F:33]. Starting materials: C(CC(C)C)=O (Isovaleraldehyde), N1CCOCC1 (morpholine), C(C)O (ethanol), COC(=O)C1=C2C(OC1=O)=CC=C(C=C2)C(C)C (3-methoxycarbonyl-6-isopropyl-2H-cyclohepta[b]furan-2-one). The solvent is C1(=CC=CC=C1)C (toluene). Product: COC(=O)C1=CC(=C2C=CC(=CC=C12)C(C)C)C(C)C (1-methoxycarbonyl-3,6-diisopropylazulene). RXN SMILES: C(=O)[CH2:2][CH:3]([CH3:5])[CH3:4].N1CCOCC1.C(O)C.[CH3:16][O:17][C:18]([C:20]1[C:24](=O)O[C:22]2=[CH:26][CH:27]=[C:28]([CH:31]([CH3:33])[CH3:32])[CH:29]=[CH:30][C:21]=12)=[O:19]>C1(C)C=CC=CC=1>[CH3:16][O:17][C:18]([C:20]1[C:21]2[C:22]([CH:26]=[CH:27][C:28]([CH:31]([CH3:33])[CH3:32])=[CH:29][CH:30]=2)=[C:2]([CH:3]([CH3:5])[CH3:4])[CH:24]=1)=[O:19]. Procedure details: Isovaleraldehyde (5.16 g) and morpholine (4.36 g) are added to ethanol (14 ml) and then 3-methoxycarbonyl-6-isopropyl-2H-cyclohepta[b]furan-2-one (5) (2.46 g) is added thereto. The obtained mixture is heated under reflux for 16 hours, and then the solvent is distilled off under reduced pressure to give an oily material. The obtained oily material is dissolved in toluene (20 ml), washed twice with water (20 ml) and 4 times with 1N HCl (20 ml), and further, twice with water (40 ml). The obtained t... The reactants are [H-].[Na+] (NaH), CN1CC(CC1)CO ((1-Methylpyrrolidin-3-yl)methanol), FC=1C=C(C#N)C=CC1 (3-Fluorobenzonitrile). Solvent: CN(C)C=O (DMF), CN(C)C=O (DMF). Run at time 30 minute. Yields the product CN1CC(CC1)COC=1C=C(C#N)C=CC1 (3-[(1-Methylpyrrolidin-3-yl)methoxy]benzonitrile). As a reaction SMILES: [CH3:1][N:2]1[CH2:6][CH2:5][CH:4]([CH2:7][OH:8])[CH2:3]1.[H-].[Na+].F[C:12]1[CH:13]=[C:14]([CH:17]=[CH:18][CH:19]=1)[C:15]#[N:16]>CN(C=O)C>[CH3:1][N:2]1[CH2:6][CH2:5][CH:4]([CH2:7][O:8][C:12]2[CH:13]=[C:14]([CH:17]=[CH:18][CH:19]=2)[C:15]#[N:16])[CH2:3]1 |f:1.2|. Reported procedure: (1-Methylpyrrolidin-3-yl)methanol (0.500 g, 4.34 mmol) was dissolved in dry DMF (8 mL), cooled (<0° C.), NaH (0.260 g, 6.51 mmol, 55% in oil) added and stirred for 30 minutes. 3-Fluorobenzonitrile (0.552 g, 4.56 mmol) was added and the reaction mixture allowed to warm to r.t. over 1 h. Due to excessive foaming the reaction mixture was diluted with dry DMF to 20 mL and stirred over night at r.t. The reaction was quenched by addition of water portionwise, and the mixture was extracted with DCM. Th...